This data is from the Open Reaction Database (ORD), a public repository of structured organic reaction records. The task is: describe an organic reaction: reactants, conditions, products, and yield Reactants: ClC1=CC=C(C=C1)C1=C(C(=NN1C1=C(C=C(C=C1)Cl)Cl)C(=O)O)SC (5-(4-chlorophenyl)-1-(2,4-dichlorophenyl)-4-methylsulfanyl-1H-pyrazole-3-carboxylic acid), NN1CCCCC1 (1-aminopiperidine), C1=CC2=C(N=C1)N(N=N2)O (7-aza-1-hydroxybenzotriazole), Cl.CN(CCCN=C=NCC)C (1-(3-dimethylaminopropyl)-3-ethylcarbodiimide hydrochloride). The solvent is ClCCl (dichloromethane). Conditions: time 16 hour. Yields the product ClC1=CC=C(C=C1)C1=C(C(=NN1C1=C(C=C(C=C1)Cl)Cl)C(=O)NN1CCCCC1)SC (5-(4-chlorophenyl)-1-(2,4-dichlorophenyl)-4-methylsulfanyl-N-(piperidin-1-yl)-1H-pyrazole-3-carboxamide). Reaction SMILES: [Cl:1][C:2]1[CH:7]=[CH:6][C:5]([C:8]2[N:12]([C:13]3[CH:18]=[CH:17][C:16]([Cl:19])=[CH:15][C:14]=3[Cl:20])[N:11]=[C:10]([C:21]([OH:23])=O)[C:9]=2[S:24][CH3:25])=[CH:4][CH:3]=1.C1C=NC2N(O)N=NC=2C=1.Cl.CN(C)CCCN=C=NCC.[NH2:48][N:49]1[CH2:54][CH2:53][CH2:52][CH2:51][CH2:50]1>ClCCl>[Cl:1][C:2]1[CH:3]=[CH:4][C:5]([C:8]2[N:12]([C:13]3[CH:18]=[CH:17][C:16]([Cl:19])=[CH:15][C:14]=3[Cl:20])[N:11]=[C:10]([C:21]([NH:48][N:49]3[CH2:54][CH2:53][CH2:52][CH2:51][CH2:50]3)=[O:23])[C:9]=2[S:24][CH3:25])=[CH:6][CH:7]=1 |f:2.3|. Procedure: To a magnetically stirred solution of 5-(4-chlorophenyl)-1-(2,4-dichlorophenyl)-4-methylsulfanyl-1H-pyrazole-3-carboxylic acid (4.69 g, 11.3 mmol) in dichloromethane (100 ml) was successively added 7-aza-1-hydroxybenzotriazole (HOAt) (2.2 g, 16.0 mmol), (1-(3-dimethylaminopropyl)-3-ethylcarbodiimide hydrochloride (EDCl) (3.1 g, 16.1 mmol) and 1-aminopiperidine (1.6 gram, 16.0 mmol). After stirring for 16 h, the resulting mixture was successively washed with water (3×), dried over Na2SO4, filtere... As a reaction SMILES: [Cl:1][C:2]1[CH:3]=[CH:4][CH:5]=[C:6]2[C:11]=1[C:10]([CH2:12][C:13]1[CH:14]=[CH:15][C:16]([F:22])=[C:17]([CH:21]=1)[C:18](O)=[O:19])=[N:9][NH:8][C:7]2=[O:23].[CH3:24][O:25][CH:26]1[CH2:31][CH2:30][NH:29][CH2:28][CH2:27]1.CCN(C(C)C)C(C)C>CN(C=O)C>[Cl:1][C:2]1[CH:3]=[CH:4][CH:5]=[C:6]2[C:11]=1[C:10]([CH2:12][C:13]1[CH:14]=[CH:15][C:16]([F:22])=[C:17]([C:18]([N:29]3[CH2:30][CH2:31][CH:26]([O:25][CH3:24])[CH2:27][CH2:28]3)=[O:19])[CH:21]=1)=[N:9][NH:8][C:7]2=[O:23]. Run in CN(C)C=O (DMF). The yield is 38.8%. Reported procedure: 5-((8-chloro-4-oxo-3,4-dihydrophthalazin-1-yl)methyl)-2-fluorobenzoic acid (103) (0.2 g, 0.60 mmol), 4-methoxypiperidine (0.069 g, 0.60 mmol) and 2-(1H-benzo[d][1,2,3]triazol-1-yl)-1,1,3,3-tetramethylisouronium tetrafluoroborate (0.251 g, 0.78 mmol) were dissolved in DMF (10 mL), to this was added DIPEA (0.136 mL, 0.78 mmol) and the reaction was stirred for 1 hour. The solvent was evaporated to dryness and the gum was dissolved in acetonitrile (4 mL) and purified by preparative HPLC (Waters XBri... Run at time 1 hour. Starting materials: CCN(C(C)C)C(C)C (DIPEA), ClC=1C=CC=C2C(NN=C(C12)CC=1C=CC(=C(C(=O)O)C1)F)=O (5-((8-chloro-4-oxo-3,4-dihydrophthalazin-1-yl)methyl)-2-fluorobenzoic acid), COC1CCNCC1 (4-methoxypiperidine), 2-(1H-benzo[d][1,2,3]triazol-1-yl)-1,1,3,3-tetramethylisouronium tetrafluoroborate. Yields the product ClC1=C2C(=NNC(C2=CC=C1)=O)CC1=CC(=C(C=C1)F)C(=O)N1CCC(CC1)OC (5-chloro-4-(4-fluoro-3-(4-methoxypiperidine-1-carbonyl)benzyl)phthalazin-1(2H)-one).